Dataset: the Open Reaction Database (ORD), a public repository of structured organic reaction records. Task: describe an organic reaction: reactants, conditions, products, and yield Reactants: O=C1NCC2=CC(=CC=C12)C1=CN=C(C=2N1N=CN2)NC2CCN(CC2)C(=O)OC(C)(C)C (tert-butyl 4-(5-(1-oxoisoindolin-5-yl)-[1,2,4]triazolo[1,5-a]pyrazin-8-ylamino)piperidine-1-carboxylate), FC(C(=O)O)(F)F (trifluoroacetic acid). The reagents and catalysts are O (H2O). The solvent is ClCCl (dichloromethane). Conditions: time 40 minute. Product: N1CCC(CC1)NC=1C=2N(C(=CN1)C=1C=C3CNC(C3=CC1)=O)N=CN2 (5-(8-(piperidin-4-ylamino)-[1,2,4]triazolo[1,5-a]pyrazin-5-yl)isoindolin-1-one). Yield: 20.4%. As a reaction SMILES: [O:1]=[C:2]1[C:10]2[C:5](=[CH:6][C:7]([C:11]3[N:16]4[N:17]=[CH:18][N:19]=[C:15]4[C:14]([NH:20][CH:21]4[CH2:26][CH2:25][N:24](C(OC(C)(C)C)=O)[CH2:23][CH2:22]4)=[N:13][CH:12]=3)=[CH:8][CH:9]=2)[CH2:4][NH:3]1.FC(F)(F)C(O)=O>ClCCl.O>[NH:24]1[CH2:23][CH2:22][CH:21]([NH:20][C:14]2[C:15]3[N:16]([N:17]=[CH:18][N:19]=3)[C:11]([C:7]3[CH:6]=[C:5]4[C:10](=[CH:9][CH:8]=3)[C:2](=[O:1])[NH:3][CH2:4]4)=[CH:12][N:13]=2)[CH2:26][CH2:25]1. Procedure: The product of Step 2 (64 mg, 0.14 mmol) is suspended in dichloromethane (0.5 mL), trifluoroacetic acid (0.25 mL) and H2O (3 drops). The reaction mixture is stirred and room temperature for 40 min. The mixture is purged with nitrogen and then basified to pH 9 with 2M NaOH (aq.). The aqueous layer is extracted with dichoromethane and ethyl acetate. The combined organics are dried (MgSO4) and solvent is removed in vacuo to yield the title compound as an off-white solid (10 mg, 20%). 1H-NMR (400 MH... Starting materials: [C-]#[N+]C(CCCC)(CCCCCC(C)(C)C(=O)OCC)S(=O)(=O)c1ccc(C)cc1, ClCCl, Cl, O. The product is CCCCC(=O)CCCCCC(C)(C)C(=O)OCC. Reaction SMILES: [CH2:2]([CH3:3])[O:4][C:5]([C:6]([CH2:7][CH2:8][CH2:9][CH2:10][CH2:11][C:12]([CH2:13][CH2:14][CH2:15][CH3:16])([N+:17]#[C-:18])[S:19]([c:20]1[cH:21][cH:22][c:23]([CH3:24])[cH:25][cH:26]1)(=[O:27])=[O:28])([CH3:29])[CH3:30])=[O:31].[CH2:33]([Cl:34])[Cl:35].[ClH:1].[OH2:32]>>[CH2:2]([CH3:3])[O:4][C:5]([C:6]([CH2:7][CH2:8][CH2:9][CH2:10][CH2:11][C:12]([CH2:13][CH2:14][CH2:15][CH3:16])=[O:32])([CH3:29])[CH3:30])=[O:31]. Reactants: C1COCCO1, CO, [Cl-], Cl, [Li+], [Li+], COC(=O)C(Cc1ccccc1)NC(=O)N1CCc2ccc(-c3cc(N4CCN(C)CC4)nc(N)n3)cc2C1, [OH-], O, O. Yields the product CN1CCN(c2cc(-c3ccc4c(c3)CN(C(=O)NC(Cc3ccccc3)C(=O)O)CC4)nc(N)n2)CC1. As a reaction SMILES: [CH2:49]1[O:50][CH2:51][CH2:52][O:53][CH2:54]1.[CH3:46][OH:47].[Cl-:44].[ClH:43].[Li+:3].[Li+:45].[NH2:4][c:5]1[n:6][c:7]([N:36]2[CH2:37][CH2:38][N:39]([CH3:42])[CH2:40][CH2:41]2)[cH:8][c:9](-[c:11]2[cH:12][cH:13][c:14]3[c:19]([cH:20]2)[CH2:18][N:17]([C:21](=[O:22])[NH:23][CH:24]([C:25](=[O:26])[O:27][CH3:28])[CH2:29][c:30]2[cH:31][cH:32][cH:33][cH:34][cH:35]2)[CH2:16][CH2:15]3)[n:10]1.[OH-:2].[OH2:1].[OH2:48]>>[NH2:4][c:5]1[n:6][c:7]([N:36]2[CH2:37][CH2:38][N:39]([CH3:42])[CH2:40][CH2:41]2)[cH:8][c:9](-[c:11]2[cH:12][cH:13][c:14]3[c:19]([cH:20]2)[CH2:18][N:17]([C:21](=[O:22])[NH:23][CH:24]([C:25](=[O:26])[OH:27])[CH2:29][c:30]2[cH:31][cH:32][cH:33][cH:34][cH:35]2)[CH2:16][CH2:15]3)[n:10]1.